Dataset: the Open Reaction Database (ORD), a public repository of structured organic reaction records. Task: describe an organic reaction: reactants, conditions, products, and yield Starting materials: N=1NN=NC1C1=C(C=CC=C1)C1=CC2=C(N(C(=N2)C(C(F)(F)F)(F)F)C(C(=O)OCC)CCCCCC)C=C1 (Ethyl 2-[5-[2-(2H-tetrazol-5-yl)phenyl]-2-pentafluoroethyl-1H-benzimidazol-1-yl]octanoate). Solvent: C(C)O (ethanol), [OH-].[Na+] (NaOH). Product: FC(C(F)(F)F)(C1=NC2=C(N1C(C(=O)O)CCCCCC)C=CC(=C2)C2=C(C=CC=C2)C=2N=NNN2)F (2-[2-pentafluoroethyl-5-[2-(2H-tetrazol-5-yl)phenyl]-1H-benzimidazol-1-yl]octanoic acid). Isolated yield 91.9%. As a reaction SMILES: [N:1]1[NH:2][N:3]=[N:4][C:5]=1[C:6]1[CH:11]=[CH:10][CH:9]=[CH:8][C:7]=1[C:12]1[CH:39]=[CH:38][C:15]2[N:16]([CH:26]([CH2:32][CH2:33][CH2:34][CH2:35][CH2:36][CH3:37])[C:27]([O:29]CC)=[O:28])[C:17]([C:19]([F:25])([F:24])[C:20]([F:23])([F:22])[F:21])=[N:18][C:14]=2[CH:13]=1>C(O)C.[OH-].[Na+]>[F:25][C:19]([F:24])([C:17]1[N:16]([CH:26]([CH2:32][CH2:33][CH2:34][CH2:35][CH2:36][CH3:37])[C:27]([OH:29])=[O:28])[C:15]2[CH:38]=[CH:39][C:12]([C:7]3[CH:8]=[CH:9][CH:10]=[CH:11][C:6]=3[C:5]3[N:1]=[N:2][NH:3][N:4]=3)=[CH:13][C:14]=2[N:18]=1)[C:20]([F:21])([F:23])[F:22] |f:2.3|. Reported procedure: Ethyl 2-[5-[2-(2H-tetrazol-5-yl)phenyl]-2-pentafluoroethyl-1H-benzimidazol-1-yl]octanoate (0.25 mmoles, 0.14 g) was dissolved in 25 ml ethanol and 1 ml 5N NaOH. The solution heated on a steam bath for 1 hour. The solvent was removed in vacuo. The residue was dissolved in water. The pH was adjusted to 3.0 using 5N HCl. The precipitate was collected and dried to yield 0.12 g of 2-[2-pentafluoroethyl-5-[2-(2H-tetrazol-5-yl)phenyl]-1H-benzimidazol-1-yl]octanoic acid. (MS) Starting materials: O=C(NC1=C(F)C(F)=C(C(F)=C1F)C(F)(F)F)C=2C=CC=C(OC)C2. The reagents and catalysts are [K].O=S(=O)(O)OOS(=O)(=O)O, [Na].O=S(=O)(O)C1=CC=C(C=C1)C, O1B(OC(C)(C)C1(C)C)B2OC(C)(C)C(O2)(C)C, O=C(C=CC1=CC=C(C=C1)C(F)(F)F)C=CC2=CC=C(C=C2)C(F)(F)F, [Pd].O=C(O)C. The solvent is N#CC. Reaction conditions: temperature 80 celsius, time 24 hour. Product: O=C(NC1=C(F)C(F)=C(C(F)=C1F)C(F)(F)F)C2=CC(OC)=CC=C2B3OC(C)(C)C(O3)(C)C. The yield is 62.0%. The reactants are Cl (hydrochloric acid), FC1=C(C(=O)Cl)C=CC(=C1)F (2,4-difluorobenzoyl chloride), C(C)OCC (diethyl ether), C(C)OCC (diethyl ether), C(C)(C)[Mg]Br (isopropylmagnesium bromide). The reagents and catalysts are [Cu]Cl (copper (I) chloride). Solvent: O (water). Conditions: time 30 minute. Product: FC1=C(C=CC(=C1)F)C(C(C)C)=O (1-(2,4-difluorophenyl)-2-methylpropan-1-one). Isolated yield 83.0%. As a reaction SMILES: [F:1][C:2]1[CH:10]=[C:9]([F:11])[CH:8]=[CH:7][C:3]=1[C:4](Cl)=[O:5].C(OCC)C.[CH:17]([Mg]Br)([CH3:19])[CH3:18].Cl>[Cu]Cl.O>[F:1][C:2]1[CH:10]=[C:9]([F:11])[CH:8]=[CH:7][C:3]=1[C:4](=[O:5])[CH:17]([CH3:19])[CH3:18]. Procedure details: To a mixture of 120 g (0.68 mmol) of 2,4-difluorobenzoyl chloride, 3.7 g (37 mmol) of copper (I) chloride, and 400 ml of diethyl ether was added dropwise 442 ml of diethyl ether containing 130.2 g (0.88 mol) of isopropylmagnesium bromide at -25° C. over 4 hours. The temperature was elevated up to -5° C., and the mixture was stirred at that temperature for 30 minutes. To the reaction mixture were added dropwise 150 ml of water and then 120 ml of 6N hydrochloric acid. The organic layer was separat... Starting materials: BrC1=CC=C2C(=C1)NC(C21C(NC(CC1C1=C(C=CC(=C1)Cl)OC(CC)(C(=O)OC)CC)=O)C1=C(C=CC(=C1)F)C)=O (racemic (2′S,3S,4′R)-6-bromo-4′-[5-chloro-2-(1-ethyl-1-methoxycarbonyl-propoxy)-phenyl]-2′-(5-fluoro-2-methyl-phenyl)spiro[3H-indole-3,3′-piperidine]-2,6′(1H)-dione), O[Li].O (LiOH.H2O), O (H2O). Solvent: CO (methanol). Yields the product BrC1=CC=C2C(=C1)NC(C21C(NC(CC1C1=C(C=CC(=C1)Cl)OC(CC)(C(=O)O)CC)=O)C1=C(C=CC(=C1)F)C)=O (racemic (2′S,3S,4′R)-6-bromo-4′-[5-chloro-2-(1-ethyl-1-hydroxycarbonyl-propoxy)-phenyl]-2′-(5-fluoro-2-methyl-phenyl)spiro[3H-indole-3,3′-piperidine]-2,6′(1H)-dione). Isolated yield 56.9%. As a reaction SMILES: [Br:1][C:2]1[CH:7]=[C:6]2[NH:8][C:9](=[O:42])[C:10]3([CH:15]([C:16]4[CH:21]=[C:20]([Cl:22])[CH:19]=[CH:18][C:17]=4[O:23][C:24]([CH2:31][CH3:32])([C:27]([O:29]C)=[O:28])[CH2:25][CH3:26])[CH2:14][C:13](=[O:33])[NH:12][CH:11]3[C:34]3[CH:39]=[C:38]([F:40])[CH:37]=[CH:36][C:35]=3[CH3:41])[C:5]2=[CH:4][CH:3]=1.O[Li].O.O>CO>[Br:1][C:2]1[CH:7]=[C:6]2[NH:8][C:9](=[O:42])[C:10]3([CH:15]([C:16]4[CH:21]=[C:20]([Cl:22])[CH:19]=[CH:18][C:17]=4[O:23][C:24]([CH2:31][CH3:32])([C:27]([OH:29])=[O:28])[CH2:25][CH3:26])[CH2:14][C:13](=[O:33])[NH:12][CH:11]3[C:34]3[CH:39]=[C:38]([F:40])[CH:37]=[CH:36][C:35]=3[CH3:41])[C:5]2=[CH:4][CH:3]=1 |f:1.2|. Procedure: A mixture of racemic (2′S,3S,4′R)-6-bromo-4′-[5-chloro-2-(1-ethyl-1-methoxycarbonyl-propoxy)-phenyl]-2′-(5-fluoro-2-methyl-phenyl)spiro[3H-indole-3,3′-piperidine]-2,6′(1H)-dione (1.2 g, 1.8 mmol), LiOH.H2O (1.5 g, 36 mmol), H2O (3 mL) and methanol (10 mL) was refluxed for 2 h. After cooled to room temperature, the solution was concentrated. The water phase was acidified to “pH” 2-3 by addition of concentrated HCl solution and extracted with EtOAc. The combined organic phases were washed with wat...